From a dataset of the Open Reaction Database (ORD), a public repository of structured organic reaction records. describe an organic reaction: reactants, conditions, products, and yield Reactants: [OH-].[Na+] (NaOH), N#CCl (cyanogen chloride), ClC=1C=C(N)C=CC1Cl (3,4-dichloroaniline), C(C)(=O)O (acetic acid). Run in C(C)O (ethanol). Yields the product ClC=1C=C(C=CC1Cl)NC#N (3,4-dichlorophenyl cyanamide). Isolated yield 95.2%. RXN SMILES: [N:1]#[C:2]Cl.[Cl:4][C:5]1[CH:6]=[C:7]([CH:9]=[CH:10][C:11]=1[Cl:12])[NH2:8].C(O)(=O)C.[OH-].[Na+]>C(O)C>[Cl:4][C:5]1[CH:6]=[C:7]([NH:8][C:2]#[N:1])[CH:9]=[CH:10][C:11]=1[Cl:12] |f:3.4|. Procedure: 6.1 ml (0.12 mole) of cyanogen chloride were added, at a temperature below 10° C., to 16.3 g (0.1 mole) of 3,4-dichloroaniline in 150 ml of ethanol and 40 g of 50% strength acetic acid. 110 ml of 1N NaOH solution was then added dropwise. The mixture was stirred for a further hour and concentrated under a water pump vacuum until a bath temperature of 30° C. had been reached, and the residue was washed with water. 17.8 g (≅95% of theory) of 3,4-dichlorophenyl cyanamide were obtained. The substance... The reactants are N1=C(C=CC=C1)C=O (pyridine-2-carbaldehyde), C(C)(=O)O[BH-](OC(C)=O)OC(C)=O.[Na+] (sodium triacetoxyborohydride), C(C1=CC=CC=C1)[C@@H](C(N1CCNCC1)=O)N(C(C=CC1=CC=C(C=C1)C(F)(F)F)=O)CC1=CC=C(C=C1)CCCCC (N—((S)-1-Benzyl-2-oxo-2-piperazin-1-yl-ethyl)-N-(4-pentyl-benzyl)-3-(4-trifluoromethyl-phenyl)-acrylamide). Run in C(C)#N (acetonitrile). Conditions: time 16 hour. Product: C(C1=CC=CC=C1)[C@@H](C(N1CCN(CC1)CC1=NC=CC=C1)=O)N(C(C=CC1=CC=C(C=C1)C(F)(F)F)=O)CC1=CC=C(C=C1)CCCCC (N—[(S)-1-Benzyl-2-oxo-2-(4-pyridin-2-ylmethyl-piperazin-1-yl)-ethyl]-N-(4-pentyl-benzyl)-3-(4-trifluoromethyl-phenyl)-acrylamide). The yield is 50.6%. As a reaction SMILES: [CH2:1]([C@H:8]([N:17]([CH2:32][C:33]1[CH:38]=[CH:37][C:36]([CH2:39][CH2:40][CH2:41][CH2:42][CH3:43])=[CH:35][CH:34]=1)[C:18](=[O:31])[CH:19]=[CH:20][C:21]1[CH:26]=[CH:25][C:24]([C:27]([F:30])([F:29])[F:28])=[CH:23][CH:22]=1)[C:9](=[O:16])[N:10]1[CH2:15][CH2:14][NH:13][CH2:12][CH2:11]1)[C:2]1[CH:7]=[CH:6][CH:5]=[CH:4][CH:3]=1.[N:44]1[CH:49]=[CH:48][CH:47]=[CH:46][C:45]=1[CH:50]=O.C(O[BH-](OC(=O)C)OC(=O)C)(=O)C.[Na+]>C(#N)C>[CH2:1]([C@H:8]([N:17]([CH2:32][C:33]1[CH:34]=[CH:35][C:36]([CH2:39][CH2:40][CH2:41][CH2:42][CH3:43])=[CH:37][CH:38]=1)[C:18](=[O:31])[CH:19]=[CH:20][C:21]1[CH:26]=[CH:25][C:24]([C:27]([F:30])([F:29])[F:28])=[CH:23][CH:22]=1)[C:9](=[O:16])[N:10]1[CH2:11][CH2:12][N:13]([CH2:50][C:45]2[CH:46]=[CH:47][CH:48]=[CH:49][N:44]=2)[CH2:14][CH2:15]1)[C:2]1[CH:7]=[CH:6][CH:5]=[CH:4][CH:3]=1 |f:2.3|. Procedure: N—((S)-1-Benzyl-2-oxo-2-piperazin-1-yl-ethyl)-N-(4-pentyl-benzyl)-3-(4-trifluoromethyl-phenyl)-acrylamide (50 mg, 0.084 mmol) was dissolved in acetonitrile (1 mL) and pyridine-2-carbaldehyde (10 mg, 0.092 mmol) and sodium triacetoxyborohydride (26.7 mg, 0.126 mmol) was added. The mixture was stirred at rt for 16 h, filtered and directly purified by prep. HPLC to give 29 mg of N—[(S)-1-Benzyl-2-oxo-2-(4-pyridin-2-ylmethyl-piperazin-1-yl)-ethyl]-N-(4-pentyl-benzyl)-3-(4-trifluoromethyl-phenyl)-acr...